This data is from the Open Reaction Database (ORD), a public repository of structured organic reaction records. The task is: describe an organic reaction: reactants, conditions, products, and yield Reactants: C[C@]12CC[C@H]3[C@H]([C@@H]1CC[C@@H]2O)CCC4=CC(=O)CC[C@H]34 (19-nortestosterone), C(CCCCC)OC1=CC=C(C=C1)CCC(=O)O (3-(4-hexyloxyphenyl)propionic acid), C1(CCCCC1)N=C=NC1CCCCC1 (N,N'-dicyclohexylcarbodiimide), C(C)(=O)O (acetic acid). Reagents/catalysts: CN(C1=CC=NC=C1)C (4-dimethylaminopyridine), C1(=CC=C(C=C1)S(=O)(=O)O)C (p-toluenesulfonic acid). Run in C(Cl)Cl (CH2Cl2). Conditions: time 4 hour. Yields the product CCCCCCOC1=CC=C(C=C1)CCC(=O)O[C@H]2CC[C@@H]3[C@@]2(CC[C@H]4[C@H]3CCC5=CC(=O)CC[C@H]45)C (Anadur). Isolated yield 92.8%. RXN SMILES: [CH3:1][C@@:2]12[C@@H:10]([OH:11])[CH2:9][CH2:8][C@H:7]1[C@@H:6]1[CH2:12][CH2:13][C:14]3[C@@H:20]([C@H:5]1[CH2:4][CH2:3]2)[CH2:19][CH2:18][C:16](=[O:17])[CH:15]=3.[CH2:21]([O:27][C:28]1[CH:33]=[CH:32][C:31]([CH2:34][CH2:35][C:36](O)=[O:37])=[CH:30][CH:29]=1)[CH2:22][CH2:23][CH2:24][CH2:25][CH3:26].C1(N=C=NC2CCCCC2)CCCCC1.C(O)(=O)C>CN(C)C1C=CN=CC=1.C(Cl)Cl.C1(C)C=CC(S(O)(=O)=O)=CC=1>[CH3:26][CH2:25][CH2:24][CH2:23][CH2:22][CH2:21][O:27][C:28]1[CH:33]=[CH:32][C:31]([CH2:34][CH2:35][C:36]([O:11][C@@H:10]2[C@@:2]3([CH3:1])[CH2:3][CH2:4][C@@H:5]4[C@@H:20]5[C:14](=[CH:15][C:16]([CH2:18][CH2:19]5)=[O:17])[CH2:13][CH2:12][C@H:6]4[C@@H:7]3[CH2:8][CH2:9]2)=[O:37])=[CH:30][CH:29]=1. Procedure details: To a stirred solution of 5.48 g 19-nortestosterone (20 mmol), 5.5 g 3-(4-hexyloxyphenyl)propionic acid (22 mmol), 0.24 g 4-dimethylaminopyridine (DMAP, 2 mmol) and 0.19 g p-toluenesulfonic acid (pTSA, 1 mmol) in 50 ml CH2Cl2 is slowly added at about 15° C. a solution of 5.2 g N,N'-dicyclohexylcarbodiimide (DCC, 25 mmol) in 30 ml CH2CL2. After 4 h at room temperature (no discolouration of the reaction mixture is seen) 1 ml of acetic acid is added to destroy the excess of DCC. Precipitated urea is... The reactants are Br, CCOC(=O)C(C)c1ccc(C=C2CCCC2=O)cc1, C1COCCO1. The product is CC(C(=O)O)c1ccc(C=C2CCCC2=O)cc1. As a reaction SMILES: [BrH:21].[O:1]=[C:2]1[C:3](=[CH:7][c:8]2[cH:9][cH:10][c:11]([CH:14]([C:15](=[O:16])[O:17][CH2:18][CH3:19])[CH3:20])[cH:12][cH:13]2)[CH2:4][CH2:5][CH2:6]1.[O:22]1[CH2:23][CH2:24][O:25][CH2:26][CH2:27]1>>[O:1]=[C:2]1[C:3](=[CH:7][c:8]2[cH:9][cH:10][c:11]([CH:14]([C:15](=[O:16])[OH:17])[CH3:20])[cH:12][cH:13]2)[CH2:4][CH2:5][CH2:6]1. Starting materials: C(C)(C)(C)OC(=O)N1CCN(CC1)C1=CC(=C(C(=C1)C)[N+](=O)[O-])N (4-(3-Amino-5-methyl-4-nitro-phenyl)-piperazine-1-carboxylic acid tert-butyl ester). Reagents/catalysts: [OH-].[OH-].[Pd+2] (Pd(OH)2/C). Solvent: CO (methanol). Reaction conditions: time 8 hour. The product is C(C)(C)(C)OC(=O)N1CCN(CC1)C1=CC(=C(C(=C1)C)N)N (4-(3,4-Diamino-5-methyl-phenyl)-piperazine-1-carboxylic acid tert-butyl ester). Reaction SMILES: [C:1]([O:5][C:6]([N:8]1[CH2:13][CH2:12][N:11]([C:14]2[CH:19]=[C:18]([CH3:20])[C:17]([N+:21]([O-])=O)=[C:16]([NH2:24])[CH:15]=2)[CH2:10][CH2:9]1)=[O:7])([CH3:4])([CH3:3])[CH3:2]>CO.[OH-].[OH-].[Pd+2]>[C:1]([O:5][C:6]([N:8]1[CH2:13][CH2:12][N:11]([C:14]2[CH:19]=[C:18]([CH3:20])[C:17]([NH2:21])=[C:16]([NH2:24])[CH:15]=2)[CH2:10][CH2:9]1)=[O:7])([CH3:4])([CH3:2])[CH3:3] |f:2.3.4|. Reported procedure: To a stirred solution of 4-(3-Amino-5-methyl-4-nitro-phenyl)-piperazine-1-carboxylic acid tert-butyl ester (15 g, 44.6 mmol) in methanol (2200 mL) was added 20% Pd(OH)2/C (1.6 g) and the suspension flushed well with nitrogen, followed by hydrogen. The resulting suspension was stirred overnight at room temperature under an atmosphere of hydrogen (ca. 1 atm). The resulting suspension was filtered under nitrogen through a pad of Celite and washed with methanol (400–500 mL). The resulting material w... Starting materials: Cc1cc([N+](=O)[O-])ccc1Br, Cc1ccccc1, C=C[Sn](CCCC)(CCCC)CCCC, O=C(C=Cc1ccccc1)C=Cc1ccccc1, [Pd], c1ccc(P(c2ccccc2)c2ccccc2)cc1. Yields the product C=Cc1ccc([N+](=O)[O-])cc1C. Reaction SMILES: [Br:1][c:2]1[c:3]([CH3:11])[cH:4][c:5]([N+:8](=[O:9])[O-:10])[cH:6][cH:7]1.[CH3:46][c:47]1[cH:48][cH:49][cH:50][cH:51][cH:52]1.[CH:12](=[CH2:13])[Sn:14]([CH2:15][CH2:16][CH2:17][CH3:18])([CH2:19][CH2:20][CH2:21][CH3:22])[CH2:23][CH2:24][CH2:25][CH3:26].[CH:53](=[CH:54][C:55]([CH:56]=[CH:57][c:58]1[cH:59][cH:60][cH:61][cH:62][cH:63]1)=[O:64])[c:65]1[cH:66][cH:67][cH:68][cH:69][cH:70]1.[Pd:71].[c:27]1([P:28]([c:29]2[cH:30][cH:31][cH:32][cH:33][cH:34]2)[c:35]2[cH:36][cH:37][cH:38][cH:39][cH:40]2)[cH:41][cH:42][cH:43][cH:44][cH:45]1>>[c:2]1([CH:12]=[CH2:13])[c:3]([CH3:11])[cH:4][c:5]([N+:8](=[O:9])[O-:10])[cH:6][cH:7]1. Starting materials: [Na] (sodium), N1C=CC2=CC=CC=C12 (indole), O=C1CCC(CC1)C(=O)OC (methyl 4-oxocyclohexanecarboxylate). Run in CO (methanol). Product: N1C(=CC2=CC=CC=C12)C1=CCC(CC1)C(=O)O (4-indolyl-3-cyclohexenecarboxylic acid). Yield: 28.8%. As a reaction SMILES: [Na].[NH:2]1[C:10]2[C:5](=[CH:6][CH:7]=[CH:8][CH:9]=2)[CH:4]=[CH:3]1.O=[C:12]1[CH2:17][CH2:16][CH:15]([C:18]([O:20]C)=[O:19])[CH2:14][CH2:13]1>CO>[NH:2]1[C:10]2[C:5](=[CH:6][CH:7]=[CH:8][CH:9]=2)[CH:4]=[C:3]1[C:12]1[CH2:17][CH2:16][CH:15]([C:18]([OH:20])=[O:19])[CH2:14][CH:13]=1 |^1:0|. Procedure details: To 50 mL of methanol is added sodium (3.32 g, 144.3 mmol). After the metal has dissolved indole (2.89 g, 24.6 mmol) and methyl 4-oxocyclohexanecarboxylate (5.0 g, 32.0 mmol) are added. The mixture is heated to reflux for 3 hours. The methanol is removed under reduced pressure and the residue partitioned between water and methylene chloride. The organic layer is discarded. The aqueous layer is acidified to pH 5 and extracted with three portions of methylene chloride. The combined organics are dri... Reactants: O=C(Cl)c1ccccc1, Cc1cccc(C)c1N1CCN(c2c(C)cccc2C)C1=N, ClCCCl, c1ccncc1. Yields the product Cc1cccc(C)c1N1CCN(c2c(C)cccc2C)C1=NC(=O)c1ccccc1. Reaction SMILES: [C:29]([c:30]1[cH:31][cH:32][cH:33][cH:34][cH:35]1)(=[O:36])[Cl:37].[CH3:1][c:2]1[c:3]([N:9]2[C:10](=[NH:22])[N:11]([c:14]3[c:15]([CH3:21])[cH:16][cH:17][cH:18][c:19]3[CH3:20])[CH2:12][CH2:13]2)[c:4]([CH3:8])[cH:5][cH:6][cH:7]1.[Cl:38][CH2:39][CH2:40][Cl:41].[cH:23]1[cH:24][cH:25][n:26][cH:27][cH:28]1>>[CH3:1][c:2]1[c:3]([N:9]2[C:10](=[N:22][C:29]([c:30]3[cH:31][cH:32][cH:33][cH:34][cH:35]3)=[O:36])[N:11]([c:14]3[c:15]([CH3:21])[cH:16][cH:17][cH:18][c:19]3[CH3:20])[CH2:12][CH2:13]2)[c:4]([CH3:8])[cH:5][cH:6][cH:7]1. The reactants are COC1=C(C2=C3[C@H](CC4=CC(=C(C=C42)OC)OC)NCCC3=C1)OC (Norglaucine), C=O (formaldehyde), [BH4-].[Na+] (NaBH4). Solvent: CO (methanol). The product is CN1CCC=2C=C(C(=C3C2[C@@H]1CC=4C3=CC(=C(C4)OC)OC)OC)OC (glaucine). The yield is 90.0%. RXN SMILES: [CH3:1][O:2][C:3]1[CH:23]=[C:22]2[C:6]3[C@@H:7]([NH:19][CH2:20][CH2:21]2)[CH2:8][C:9]2[C:14]([C:5]=3[C:4]=1[O:24][CH3:25])=[CH:13][C:12]([O:15][CH3:16])=[C:11]([O:17][CH3:18])[CH:10]=2.[CH2:26]=O.[BH4-].[Na+]>CO>[CH3:26][N:19]1[C@H:7]2[CH2:8][C:9]3[C:14](=[CH:13][C:12]([O:15][CH3:16])=[C:11]([O:17][CH3:18])[CH:10]=3)[C:5]3[C:6]2=[C:22]([CH:23]=[C:3]([O:2][CH3:1])[C:4]=3[O:24][CH3:25])[CH2:21][CH2:20]1 |f:2.3|. Procedure details: Norglaucine (1.90 g, 5.2 mmol), methanol (50 ml) and 35.5% formaldehyde (6.0 ml) were successively placed in a 250 ml reaction bottle. To the mixture, NaBH4 was added portionwise (total 2.0 g, 52 mmol) at room temperature while stirring. The mixture was then reacted for 6 hours, concentrated under reduced pressure, and fractionated between water (150 ml) and chloroform (150 ml×3). The organic phase was washed with brine, dried over Na2SO4, filtered and concentrated under reduced pressure to prod... Reactants: ClC=1C=C(N)C=CC1 (3-chloroaniline), BrC1=CN2C(S1)=NC(=C2)C(=O)O (2-bromoimidazo[2,1-b]thiazole-6-carboxylic acid). Product: BrC1=CN2C(S1)=NC(=C2)C(=O)NC2=CC(=CC=C2)Cl (2-Bromo-N-(3-chlorophenyl)imidazo[2,1-b]thiazole-6-carboxamide). RXN SMILES: [Cl:1][C:2]1[CH:3]=[C:4]([CH:6]=[CH:7][CH:8]=1)[NH2:5].[Br:9][C:10]1[S:14][C:13]2=[N:15][C:16]([C:18](O)=[O:19])=[CH:17][N:12]2[CH:11]=1>>[Br:9][C:10]1[S:14][C:13]2=[N:15][C:16]([C:18]([NH:5][C:4]3[CH:6]=[CH:7][CH:8]=[C:2]([Cl:1])[CH:3]=3)=[O:19])=[CH:17][N:12]2[CH:11]=1. Procedure: The title compound was prepared by essentially following the same procedures described for Intermediate XLVI, using 3-chloroaniline and 2-bromoimidazo[2,1-b]thiazole-6-carboxylic acid as starting materials. Starting materials: C1[C@@H]([C@H]([C@@H]([C@H]([C@@H]1NC(=O)[C@H](CCN)O)O[C@@H]2[C@@H]([C@H]([C@@H]([C@H](O2)CO)O)N)O)O)O[C@@H]3[C@@H]([C@H]([C@@H]([C@H](O3)CN)O)O)O)N.OS(=O)(=O)O (Amikacin Sulfate), C1[C@@H]([C@H]([C@@H]([C@H]([C@@H]1N)O[C@@H]2[C@@H]([C@H]([C@@H]([C@H](O2)CO)O)N)O)O)O[C@@H]3[C@@H](C[C@@H]([C@H](O3)CN)O)N)N.S(=O)(=O)([O-])[O-] (Tobramycin sulfate), C1[C@@H]([C@H]([C@@H]([C@H]([C@@H]1N)O[C@@H]2[C@@H]([C@H]([C@@H]([C@H](O2)CO)O)N)O)O)O[C@@H]3[C@@H](C[C@@H]([C@H](O3)CN)O)N)N.S(=O)(=O)([O-])[O-].CCC[C@@H]1C[C@H](N(C1)C)C(=O)N[C@@H]([C@@H]2[C@@H]([C@@H]([C@H]([C@H](O2)SC)O)O)O)[C@H](C)Cl.Cl (tobramycin sulfate clindamycin HCl), C(CCCCC(=O)NN)(=O)NN (adipic acid dihydrazide), dextran, C1[C@@H]([C@H]([C@@H]([C@H]([C@@H]1NC(=O)[C@H](CCN)O)O[C@@H]2[C@@H]([C@H]([C@@H]([C@H](O2)CO)O)N)O)O)O[C@@H]3[C@@H]([C@H]([C@@H]([C@H](O3)CN)O)O)O)N.S(=O)(=O)([O-])[O-] (amikacin sulfate). The product is C1[C@@H]([C@H]([C@@H]([C@H]([C@@H]1NC(=O)[C@H](CCN)O)O[C@@H]2[C@@H]([C@H]([C@@H]([C@H](O2)CO)O)N)O)O)O[C@@H]3[C@@H]([C@H]([C@@H]([C@H](O3)CN)O)O)O)N (Amikacin). As a reaction SMILES: [CH2:1]1[C@@H:6]([NH:7][C:8]([C@@H:10]([OH:14])[CH2:11][CH2:12][NH2:13])=[O:9])[C@H:5]([O:15][C@H:16]2[O:21][C@H:20]([CH2:22][OH:23])[C@@H:19]([OH:24])[C@H:18]([NH2:25])[C@H:17]2[OH:26])[C@@H:4]([OH:27])[C@H:3]([O:28][C@H:29]2[O:34][C@H:33]([CH2:35][NH2:36])[C@@H:32]([OH:37])[C@H:31]([OH:38])[C@H:30]2[OH:39])[C@H:2]1[NH2:40].OS(O)(=O)=O.C(NN)(=O)CCCCC(NN)=O.C1[C@@H](N)[C@H](O[C@H]2O[C@H](CO)[C@@H](O)[C@H](N)[C@H]2O)[C@@H](O)[C@H](O[C@H]2O[C@H](CN)[C@@H](O)C[C@H]2N)[C@H]1N.S([O-])([O-])(=O)=O.C1[C@@H](N)[C@H](O[C@H]2O[C@H](CO)[C@@H](O)[C@H](N)[C@H]2O)[C@@H](O)[C@H](O[C@H]2O[C@H](CN)[C@@H](O)C[C@H]2N)[C@H]1N.S([O-])([O-])(=O)=O.CCC[C@H]1CN(C)[C@H](C(N[C@H]([C@@H](Cl)C)[C@H]2O[C@H](SC)[C@H](O)[C@@H](O)[C@H]2O)=O)C1.Cl.C1[C@@H](NC([C@@H](O)CCN)=O)[C@H](O[C@H]2O[C@H](CO)[C@@H](O)[C@H](N)[C@H]2O)[C@@H](O)[C@H](O[C@H]2O[C@H](CN)[C@@H](O)[C@H](O)[C@H]2O)[C@H]1N.S([O-])([O-])(=O)=O>>[CH2:1]1[C@@H:6]([NH:7][C:8]([C@@H:10]([OH:14])[CH2:11][CH2:12][NH2:13])=[O:9])[C@H:5]([O:15][C@H:16]2[O:21][C@H:20]([CH2:22][OH:23])[C@@H:19]([OH:24])[C@H:18]([NH2:25])[C@H:17]2[OH:26])[C@@H:4]([OH:27])[C@H:3]([O:28][C@H:29]2[O:34][C@H:33]([CH2:35][NH2:36])[C@@H:32]([OH:37])[C@H:31]([OH:38])[C@H:30]2[OH:39])[C@H:2]1[NH2:40] |f:0.1,3.4,5.6.7.8,9.10|. Procedure details: Amikacin Sulfate (100 mg), DBM (200 mg), and 8 mg of adipic acid dihydrazide were placed into a beaker and mixed thoroughly. Oxidized dextran solution (Mw, 500,000; 66 mg/ml; 1 ml) was added to the mixture. Tobramycin-sulfate or tobramycin-sulfate/clindamycin-HCl (1/1) can be used in place of amikacin-sulfate. Run in CN(C)C=O (DMF). Reaction conditions: time 30 minute. Starting materials: ClC1=NC(=C2NC=NC2=N1)NCC1=CC=C(C=C1)OC (2-chloro-6-(4-methoxybenzylamino) purine), resultant solution, O (Water), [H-].[Na+] (sodium hydride), IC(C)C (2-Iodopropane). Yields the product C(C)(C)C1=NC=C2NC=NC2=N1 (isopropyl purine). Procedure details: 2-chloro-6-(4-methoxybenzylamino) purine was suspended in dry DMF (5 ml) and treated with sodium hydride, 60% dispersion (82 mg, 2.06 mmol). The suspension was stirred for 30 min over which time it became a clear yellow/green solution. 2-Iodopropane (0.280 mL, 1.7 eq.) was added over 5 min and the resultant solution stirred for 2 days. Water was added and the solution and extracted with ethyl acetate. The organic layer was evaporated to give the product isopropyl purine. Reaction SMILES: Cl[C:2]1[N:10]=[C:9]2[C:5]([NH:6][CH:7]=[N:8]2)=[C:4](NCC2C=CC(OC)=CC=2)[N:3]=1.[H-].[Na+].I[CH:24]([CH3:26])[CH3:25].O>CN(C=O)C>[CH:24]([C:2]1[N:10]=[C:9]2[C:5]([NH:6][CH:7]=[N:8]2)=[CH:4][N:3]=1)([CH3:26])[CH3:25] |f:1.2|.